Dataset: the Open Reaction Database (ORD), a public repository of structured organic reaction records. Task: describe an organic reaction: reactants, conditions, products, and yield Starting materials: FCBr, COc1ccc(CCNC(=O)C(=CO)c2ccc(C)cc2)cc1OC, CN(C)C=O, CCOCC, [H-], [Na+], O. Yields the product COc1ccc(CCNC(=O)C(=COCF)c2ccc(C)cc2)cc1OC. As a reaction SMILES: [Br:33][CH2:34][F:35].[CH3:1][O:2][c:3]1[cH:4][c:5]([CH2:11][CH2:12][NH:13][C:14]([C:15](=[CH:16][OH:17])[c:18]2[cH:19][cH:20][c:21]([CH3:24])[cH:22][cH:23]2)=[O:25])[cH:6][cH:7][c:8]1[O:9][CH3:10].[CH3:28][N:29]([CH3:30])[CH:31]=[O:32].[CH3:37][CH2:38][O:39][CH2:40][CH3:41].[H-:26].[Na+:27].[OH2:36]>>[CH3:1][O:2][c:3]1[cH:4][c:5]([CH2:11][CH2:12][NH:13][C:14]([C:15](=[CH:16][O:17][CH2:34][F:35])[c:18]2[cH:19][cH:20][c:21]([CH3:24])[cH:22][cH:23]2)=[O:25])[cH:6][cH:7][c:8]1[O:9][CH3:10]. Reactants: C1CCOC1, CO, O=C(Cl)c1ccc(Cl)cc1, Nc1cccc2c1C(=O)N(C1CCC(=O)NC1=O)C2=O. Yields the product O=C1CCC(N2C(=O)c3cccc(NC(=O)c4ccc(Cl)cc4)c3C2=O)C(=O)N1. Reaction SMILES: [CH2:33]1[O:34][CH2:35][CH2:36][CH2:37]1.[CH3:31][OH:32].[Cl:21][C:22](=[O:23])[c:24]1[cH:25][cH:26][c:27]([Cl:28])[cH:29][cH:30]1.[NH2:1][c:2]1[c:3]2[c:7]([cH:8][cH:9][cH:10]1)[C:6](=[O:11])[N:5]([CH:12]1[C:13](=[O:19])[NH:14][C:15](=[O:18])[CH2:16][CH2:17]1)[C:4]2=[O:20]>>[NH:1]([c:2]1[c:3]2[c:7]([cH:8][cH:9][cH:10]1)[C:6](=[O:11])[N:5]([CH:12]1[C:13](=[O:19])[NH:14][C:15](=[O:18])[CH2:16][CH2:17]1)[C:4]2=[O:20])[C:22](=[O:23])[c:24]1[cH:25][cH:26][c:27]([Cl:28])[cH:29][cH:30]1. Reactants: C[O-].[Na+] (Sodium methoxide), FC1=C(C=CC(=C1F)C=O)C1=CC=C(C=C1)F (2,3,4′-trifluorobiphenyl-4-carbaldehyde). Procedure details: Sodium methoxide (28% methanol solution, 7.37 g) was added at room temperature to a methanol (160 mL) solution of 2,3,4′-trifluorobiphenyl-4-carbaldehyde (6.01 g), and the mixture was heated to reflux for 18 hours in a nitrogen atmosphere. The reaction mixture was cooled to room temperature, and then, the solvent was distilled off under reduced pressure. The obtained residue was diluted with ethyl acetate and water, followed by extraction with ethyl acetate. The obtained organic layer was washed... Isolated yield 97.8%. Run in CO (methanol). Product: FC1=C(C=CC(=C1OC)C=O)C1=CC=C(C=C1)F (2,4′-Difluoro-3-methoxybiphenyl-4-carbaldehyde). Reaction SMILES: [CH3:1][O-:2].[Na+].[F:4][C:5]1[C:10](F)=[C:9]([CH:12]=[O:13])[CH:8]=[CH:7][C:6]=1[C:14]1[CH:19]=[CH:18][C:17]([F:20])=[CH:16][CH:15]=1>CO>[F:4][C:5]1[C:10]([O:2][CH3:1])=[C:9]([CH:12]=[O:13])[CH:8]=[CH:7][C:6]=1[C:14]1[CH:19]=[CH:18][C:17]([F:20])=[CH:16][CH:15]=1 |f:0.1|. Run in O1CCCC1 (tetrahydrofuran), O1CCCC1 (tetrahydrofuran). Procedure details: A solution of 17.0 g (119 mmol) of 2-isocyanato-2-methylpropionic acid methyl ester in 150 ml of absolute tetrahydrofuran was added, over a 15 minute period to 15.1 g (119 mmol) of p-chloroaniline in 300 ml of absolute tetrahydrofuran. After refluxing the mixture for three days, the solution was evaporated to dryness. The product, after two recrystallizations from methylene chloride, was dried for 6 hours at 40° C., under greatly reduced pressure, to yield N-[(4-chlorophenyl)-carbamoyl]-2-methyl... The product is COC(C(NC(NC1=CC=C(C=C1)Cl)=O)(C)C)=O (N-[(4-chlorophenyl)-carbamoyl]-2-methylalanine methyl ester). Starting materials: COC(C(C)(C)N=C=O)=O (2-isocyanato-2-methylpropionic acid methyl ester), ClC1=CC=C(N)C=C1 (p-chloroaniline). As a reaction SMILES: [CH3:1][O:2][C:3](=[O:10])[C:4]([N:7]=[C:8]=[O:9])([CH3:6])[CH3:5].[Cl:11][C:12]1[CH:18]=[CH:17][C:15]([NH2:16])=[CH:14][CH:13]=1>O1CCCC1>[CH3:1][O:2][C:3](=[O:10])[C:4]([CH3:6])([CH3:5])[NH:7][C:8](=[O:9])[NH:16][C:15]1[CH:17]=[CH:18][C:12]([Cl:11])=[CH:13][CH:14]=1. Starting materials: c1ccc(Oc2ccccc2)cc1, O=C(O)c1c2nc3ccccc3c-2[nH]c2ccccc12. RXN SMILES: [c:21]1([O:22][c:23]2[cH:24][cH:25][cH:26][cH:27][cH:28]2)[cH:29][cH:30][cH:31][cH:32][cH:33]1.[cH:1]1[cH:2][cH:3][cH:4][c:5]2[nH:6][c:7]3[c:8]4[cH:9][cH:10][cH:11][cH:12][c:13]4[n:14][c:15]-3[c:16]([C:18]([OH:19])=[O:20])[c:17]12>>[cH:1]1[cH:2][cH:3][cH:4][c:5]2[nH:6][c:7]3[c:8]4[cH:9][cH:10][cH:11][cH:12][c:13]4[n:14][c:15]-3[cH:16][c:17]12. Product: c1ccc2[nH]c3c4ccccc4nc-3cc2c1.